Dataset: the Open Reaction Database (ORD), a public repository of structured organic reaction records. Task: describe an organic reaction: reactants, conditions, products, and yield Reactants: C(C1=CC=CC=C1)OC1=C(C=CC(=C1)I)N1CC(NS1(=O)=O)=O (5-(2-benzyloxy-4-iodophenyl)-1,1-dioxo-1,2,5-thiadiazolidin-3-one), C(C)(C)[Si](N1C=C(C=C1)B(O)O)(C(C)C)C(C)C (1-triisopropylsilylpyrrole-3-boronic acid), C(=O)([O-])[O-].[Na+].[Na+] (Na2CO3). The reagents and catalysts are C=1C=CC(=CC1)[P](C=2C=CC=CC2)(C=3C=CC=CC3)[Pd]([P](C=4C=CC=CC4)(C=5C=CC=CC5)C=6C=CC=CC6)([P](C=7C=CC=CC7)(C=8C=CC=CC8)C=9C=CC=CC9)[P](C=1C=CC=CC1)(C=1C=CC=CC1)C=1C=CC=CC1 (Pd(PPh3)4). Run in COCCOC (DME). Conditions: temperature 120 celsius. The product is C(C1=CC=CC=C1)OC1=C(C=CC(=C1)C1=CN(C=C1)[Si](C(C)C)(C(C)C)C(C)C)N1CC(NS1(=O)=O)=O (5-[2-Benzyloxy-4-(1-triisopropylsilanyl-1H-pyrrol-3-yl)-phenyl]-1,1-dioxo-1,2,5-thiadiazolidin-3-one). As a reaction SMILES: [CH2:1]([O:8][C:9]1[CH:14]=[C:13](I)[CH:12]=[CH:11][C:10]=1[N:16]1[S:20](=[O:22])(=[O:21])[NH:19][C:18](=[O:23])[CH2:17]1)[C:2]1[CH:7]=[CH:6][CH:5]=[CH:4][CH:3]=1.[CH:24]([Si:27]([CH:39]([CH3:41])[CH3:40])([CH:36]([CH3:38])[CH3:37])[N:28]1[CH:32]=[CH:31][C:30](B(O)O)=[CH:29]1)([CH3:26])[CH3:25].C([O-])([O-])=O.[Na+].[Na+]>COCCOC.C1C=CC([P]([Pd]([P](C2C=CC=CC=2)(C2C=CC=CC=2)C2C=CC=CC=2)([P](C2C=CC=CC=2)(C2C=CC=CC=2)C2C=CC=CC=2)[P](C2C=CC=CC=2)(C2C=CC=CC=2)C2C=CC=CC=2)(C2C=CC=CC=2)C2C=CC=CC=2)=CC=1>[CH2:1]([O:8][C:9]1[CH:14]=[C:13]([C:30]2[CH:31]=[CH:32][N:28]([Si:27]([CH:36]([CH3:38])[CH3:37])([CH:39]([CH3:41])[CH3:40])[CH:24]([CH3:25])[CH3:26])[CH:29]=2)[CH:12]=[CH:11][C:10]=1[N:16]1[S:20](=[O:22])(=[O:21])[NH:19][C:18](=[O:23])[CH2:17]1)[C:2]1[CH:7]=[CH:6][CH:5]=[CH:4][CH:3]=1 |f:2.3.4,^1:57,59,78,97|. Procedure: To a solution of 5-(2-benzyloxy-4-iodophenyl)-1,1-dioxo-1,2,5-thiadiazolidin-3-one (100 mg, 0.225 mmol) in DME (5 mL) is added 1-triisopropylsilylpyrrole-3-boronic acid (120 mg, 0.450 mmol), Pd(PPh3)4 (27 mg, 0.023 mmol) and 0.5 mL of Na2CO3 (2M aqueous solution) and the mixture is heated in a microwave apparatus at 120° C. for 5 min. The mixture is concentrated under reduced pressure and the residue purified by reverse phase MPLC using a gradient of 10-50% MeCN/water as eluent to afford the tit... The reactants are C(C1=CC=CC=C1)N(C1=C(C(=CC=C1)NS(=O)(=O)C)C)CC1=CC=C(OC2=CC=C(OCC(=O)O)C=C2)C=C1 ((4-{4-[(benzyl{2-methyl-3-[(methylsulfonyl)amino]phenyl}amino)methyl]phenoxy}phenoxy)acetic acid), Br.NC1C(=O)OCC1 (alpha-amino-gamma-butyrolactone hydrobromide). Yields the product C(C1=CC=CC=C1)N(C1=C(C(=CC=C1)NS(=O)(=O)C)C)CC1=CC=C(OC2=CC=C(OCC(=O)NC3C(OCC3)=O)C=C2)C=C1 (2-(4-{4-[(benzyl{2-methyl-3-[(methylsulfonyl)amino]phenyl}amino)methyl]phenoxy}phenoxy)-N-(2-oxotetrahydrofuran-3-yl)acetamide). As a reaction SMILES: [CH2:1]([N:8]([CH2:21][C:22]1[CH:39]=[CH:38][C:25]([O:26][C:27]2[CH:37]=[CH:36][C:30]([O:31][CH2:32][C:33](O)=[O:34])=[CH:29][CH:28]=2)=[CH:24][CH:23]=1)[C:9]1[CH:14]=[CH:13][CH:12]=[C:11]([NH:15][S:16]([CH3:19])(=[O:18])=[O:17])[C:10]=1[CH3:20])[C:2]1[CH:7]=[CH:6][CH:5]=[CH:4][CH:3]=1.Br.[NH2:41][CH:42]1[CH2:47][CH2:46][O:45][C:43]1=[O:44]>>[CH2:1]([N:8]([CH2:21][C:22]1[CH:23]=[CH:24][C:25]([O:26][C:27]2[CH:28]=[CH:29][C:30]([O:31][CH2:32][C:33]([NH:41][CH:42]3[CH2:47][CH2:46][O:45][C:43]3=[O:44])=[O:34])=[CH:36][CH:37]=2)=[CH:38][CH:39]=1)[C:9]1[CH:14]=[CH:13][CH:12]=[C:11]([NH:15][S:16]([CH3:19])(=[O:17])=[O:18])[C:10]=1[CH3:20])[C:2]1[CH:3]=[CH:4][CH:5]=[CH:6][CH:7]=1 |f:1.2|. Procedure: The product from Example 95C and alpha-amino-gamma-butyrolactone hydrobromide were processed as described in Example 251A to provide the titled compound. 1H NMR (500 MHz, DMSO-d6) δ8.94 (s, 1 H), 8.62 (d, 1 H), 7.23 (m, 7 H), 7.00 (m, 7 H), 6.84 (d, 2 H), 4.69 (dd, 1 H), 4.52 (d, 2 H), 4.36 (m, 1 H), 4.23 (dd, 1 H), 4.05 (s, 2 H), 4.00 (s, 2 H), 2.91 (s, 3 H), 2.39 (m, 4 H), 2.27 (m, 1 H); MS (ESI+) m/z 630 (M+H)+. Reactants: O=C(c1ncc[nH]1)c1ncc[nH]1, CCOc1cc(C(=O)O)nc(-c2ccc(N(CC)CC)cc2)c1, Nc1nnn[nH]1. The product is CCOc1cc(C(=O)Nc2nnn[nH]2)nc(-c2ccc(N(CC)CC)cc2)c1. RXN SMILES: [C:24]([c:25]1[nH:26][cH:27][cH:28][n:29]1)([c:30]1[nH:31][cH:32][cH:33][n:34]1)=[O:35].[CH2:1]([CH3:2])[O:3][c:4]1[cH:5][c:6]([C:21](=[O:22])[OH:23])[n:7][c:8](-[c:10]2[cH:11][cH:12][c:13]([N:16]([CH2:17][CH3:18])[CH2:19][CH3:20])[cH:14][cH:15]2)[cH:9]1.[NH2:36][c:37]1[n:38][n:39][n:40][nH:41]1>>[CH2:1]([CH3:2])[O:3][c:4]1[cH:5][c:6]([C:21](=[O:22])[NH:36][c:37]2[nH:38][n:39][n:40][n:41]2)[n:7][c:8](-[c:10]2[cH:11][cH:12][c:13]([N:16]([CH2:17][CH3:18])[CH2:19][CH3:20])[cH:14][cH:15]2)[cH:9]1. The reactants are CCOC(C)=O, CCCCCC, CC(C)=O, ClC(Cl)Cl, S=C(Cl)Cl, Nc1cccc(B(O)O)c1. Yields the product OB(O)c1cccc(N=C=S)c1. Reaction SMILES: [C:21]([O:22][CH2:23][CH3:24])(=[O:25])[CH3:26].[CH3:15][CH2:16][CH2:17][CH2:18][CH2:19][CH3:20].[CH3:27][C:28](=[O:29])[CH3:30].[CH:31]([Cl:32])([Cl:33])[Cl:34].[Cl:11][C:12]([Cl:13])=[S:14].[NH2:1][c:2]1[cH:3][c:4]([B:8]([OH:9])[OH:10])[cH:5][cH:6][cH:7]1>>[N:1]([c:2]1[cH:3][c:4]([B:8]([OH:9])[OH:10])[cH:5][cH:6][cH:7]1)=[C:12]=[S:14]. Starting materials: N1(CCCC1)CCOC1=CC=C(C=C1)N (4-(2-pyrrolidin-1-yl-ethoxy)-phenylamine), O1C(CCCC1)OC1=CC=C(C=O)C=C1 (4-(tetrahydro-pyran-2-yloxy)-benzaldehyde), S(=O)(=O)([O-])[O-].[Mg+2] (magnesium sulfate). Solvent: C(Cl)Cl (methylene chloride). Reaction conditions: time 8 hour. Product: N1(CCCC1)CCOC1=CC=C(C=C1)N=CC1=CC=C(C=C1)OC1OCCCC1 ([4-(2-Pyrrolidin-1-yl-ethoxy)-phenyl]-[4-(tetrahydro-pyran-2-yloxy)-benzylidene]-amine). Yield: 100.6%. Reaction SMILES: [N:1]1([CH2:6][CH2:7][O:8][C:9]2[CH:14]=[CH:13][C:12]([NH2:15])=[CH:11][CH:10]=2)[CH2:5][CH2:4][CH2:3][CH2:2]1.[O:16]1[CH2:21][CH2:20][CH2:19][CH2:18][CH:17]1[O:22][C:23]1[CH:30]=[CH:29][C:26]([CH:27]=O)=[CH:25][CH:24]=1.S([O-])([O-])(=O)=O.[Mg+2]>C(Cl)Cl>[N:1]1([CH2:6][CH2:7][O:8][C:9]2[CH:10]=[CH:11][C:12]([N:15]=[CH:27][C:26]3[CH:25]=[CH:24][C:23]([O:22][CH:17]4[CH2:18][CH2:19][CH2:20][CH2:21][O:16]4)=[CH:30][CH:29]=3)=[CH:13][CH:14]=2)[CH2:5][CH2:4][CH2:3][CH2:2]1 |f:2.3|. Procedure details: To a solution of 4-(2-pyrrolidin-1-yl-ethoxy)-phenylamine (6.92 g, 33.5 mmol) and 4-(tetrahydro-pyran-2-yloxy)-benzaldehyde (7.25 g, 35.2 mmol) in 110 mL methylene chloride was added magnesium sulfate (14.2 g, 117.3 mmol). The reaction mixture was stirred at room temperature overnight under nitrogen. The reaction was filtered and concentrated to afford 13.3 g of the crude title compound of Step A which was used without further purification. MS 395.2 (M+1)+